Dataset: the Open Reaction Database (ORD), a public repository of structured organic reaction records. Task: describe an organic reaction: reactants, conditions, products, and yield The reactants are Cl (HCl), C(C(C)C)OC=1C=C(C(=O)NC2=CC=C(C=N2)C(=O)OC)C=C(C1)OC(C)C (Methyl 6-[(3-isobutoxy-5-isopropoxybenzoyl)amino]-3-pyridinecarboxylate), O (Water), [OH-].[Na+] (NaOH). Solvent: C1CCOC1 (THF). Reaction conditions: time 6 hour. Product: C(C(C)C)OC=1C=C(C(=O)NC2=CC=C(C=N2)C(=O)O)C=C(C1)OC(C)C (6-[(3-isobutoxy-5-isopropoxybenzoyl)amino]-3-pyridinecarboxylic Acid). Isolated yield 88.0%. Reaction SMILES: [CH2:1]([O:5][C:6]1[CH:7]=[C:8]([CH:22]=[C:23]([O:25][CH:26]([CH3:28])[CH3:27])[CH:24]=1)[C:9]([NH:11][C:12]1[N:17]=[CH:16][C:15]([C:18]([O:20]C)=[O:19])=[CH:14][CH:13]=1)=[O:10])[CH:2]([CH3:4])[CH3:3].[OH-].[Na+].O.Cl>C1COCC1>[CH2:1]([O:5][C:6]1[CH:7]=[C:8]([CH:22]=[C:23]([O:25][CH:26]([CH3:28])[CH3:27])[CH:24]=1)[C:9]([NH:11][C:12]1[N:17]=[CH:16][C:15]([C:18]([OH:20])=[O:19])=[CH:14][CH:13]=1)=[O:10])[CH:2]([CH3:4])[CH3:3] |f:1.2|. Reported procedure: Methyl 6-[(3-isobutoxy-5-isopropoxybenzoyl)amino]-3-pyridinecarboxylate (230 mg, 0.62 mM) was dissolved in THF (8 ml) and a 2M NaOH solution (1.2 ml, 2.40 mM) was added. Water (7 ml) was added to the reaction mixture until it became monophasic. The reaction was stirred for 6 hours at ambient temperature and was then acidified to pH=1 with 1N aqueous HCl. The white solid which precipitated from the mixture was isolated by filtration and dried to give the title compound as a colourless solid (195 ... Starting materials: CC(=O)O, CC(C)c1cccc(C(C)C)c1O, O=C(OC(=O)C(F)(F)F)C(F)(F)F, O. Yields the product CC(=O)Oc1c(C(C)C)cccc1C(C)C. As a reaction SMILES: [CH3:14][C:15]([OH:16])=[O:17].[CH:18]([CH3:19])([CH3:20])[c:21]1[c:22]([OH:30])[c:23]([CH:27]([CH3:28])[CH3:29])[cH:24][cH:25][cH:26]1.[F:1][C:2]([F:3])([F:4])[C:5]([O:6][C:7](=[O:8])[C:9]([F:10])([F:11])[F:12])=[O:13].[OH2:31]>>[CH3:14][C:15]([O:16][c:22]1[c:21]([CH:18]([CH3:19])[CH3:20])[cH:26][cH:25][cH:24][c:23]1[CH:27]([CH3:28])[CH3:29])=[O:17]. Reactants: CN(C(=O)OC(C)(C)C)C(Cc1ccc2ccccc2c1)C(=O)O, CNC(Cc1ccccc1)C(=O)NCCCOC(C)=O, CCN=C=NCCCN(C)C, CN(C)C=O, CCOC(C)=O, ClCCl, Cl, On1nnc2cccnc21. Yields the product CC(=O)OCCCNC(=O)C(Cc1ccccc1)N(C)C(=O)C(Cc1ccc2ccccc2c1)N(C)C(=O)OC(C)(C)C. RXN SMILES: [C:1]([CH3:2])([CH3:3])([CH3:4])[O:5][C:6](=[O:7])[N:8]([CH3:9])[CH:10]([C:11](=[O:12])[OH:13])[CH2:14][c:15]1[cH:16][c:17]2[cH:18][cH:19][cH:20][cH:21][c:22]2[cH:23][cH:24]1.[C:47]([CH3:48])(=[O:49])[O:50][CH2:51][CH2:52][CH2:53][NH:54][C:55]([CH:56]([CH2:57][c:58]1[cH:59][cH:60][cH:61][cH:62][cH:63]1)[NH:64][CH3:65])=[O:66].[CH3:36][N:37]([CH3:38])[CH2:39][CH2:40][CH2:41][N:42]=[C:43]=[N:44][CH2:45][CH3:46].[CH3:67][N:68]([CH3:69])[CH:70]=[O:71].[CH3:75][CH2:76][O:77][C:78](=[O:79])[CH3:80].[Cl:72][CH2:73][Cl:74].[ClH:35].[OH:25][n:26]1[c:27]2[n:28][cH:29][cH:30][cH:31][c:32]2[n:33][n:34]1>>[C:1]([CH3:2])([CH3:3])([CH3:4])[O:5][C:6](=[O:7])[N:8]([CH3:9])[CH:10]([C:11](=[O:13])[N:64]([CH:56]([C:55]([NH:54][CH2:53][CH2:52][CH2:51][O:50][C:47]([CH3:48])=[O:49])=[O:66])[CH2:57][c:58]1[cH:59][cH:60][cH:61][cH:62][cH:63]1)[CH3:65])[CH2:14][c:15]1[cH:16][c:17]2[cH:18][cH:19][cH:20][cH:21][c:22]2[cH:23][cH:24]1. Starting materials: [OH-].[K+] (Potassium hydroxide), O.NN (hydrazine monohydrate), COC1(CC=2C[C@H]([C@H]3[C@@H]4CCC([C@@]4(C)CC[C@@H]3C2CC1)=O)C)OC ((7α)-3,3-dimethoxy-7-methylestr-5(10)-en-17-one). Solvent: C(COCCO)O (diethyleneglycol). Run at temperature 130 celsius, time 15 minute. Yields the product crude product, COC1(CC=2C[C@H]([C@H]3[C@@H]4CCC[C@@]4(C)CC[C@@H]3C2CC1)C)OC ((7α)-3,3-dimethoxy-7-methylestr-5(10)-ene). RXN SMILES: [OH-].[K+].O.NN.[CH3:6][O:7][C:8]1([O:28][CH3:29])[CH2:25][CH2:24][C:23]2[C@@H:22]3[C@H:13]([C@H:14]4[C@@:18]([CH2:20][CH2:21]3)([CH3:19])[C:17](=O)[CH2:16][CH2:15]4)[C@H:12]([CH3:27])[CH2:11][C:10]=2[CH2:9]1>C(O)COCCO>[CH3:29][O:28][C:8]1([O:7][CH3:6])[CH2:25][CH2:24][C:23]2[C@@H:22]3[C@H:13]([C@H:14]4[C@@:18]([CH2:20][CH2:21]3)([CH3:19])[CH2:17][CH2:16][CH2:15]4)[C@H:12]([CH3:27])[CH2:11][C:10]=2[CH2:9]1 |f:0.1,2.3|. Reported procedure: Potassium hydroxide (1.5 g, 27 mmol) and hydrazine monohydrate (3 ml, 62 mmol) were added to a suspension of (7α)-3,3-dimethoxy-7-methylestr-5(10)-en-17-one (1 g, 3 mmol) in 17 mL diethyleneglycol at room temperature under a nitrogen atmosphere. The reaction mixture was heated for 1 hour at 130° C. followed by 1 hour and 15 minutes at 230° C. A Dean-Stark trap was used to remove the water and the excess of hydrazine. The reaction mixture was cooled down to room temperature and water was added an... As a reaction SMILES: C([C:4]1[CH:5]=[N:6][C:7]2[N:8]([N:11]=[CH:12][C:13]=2[C:14]2[CH:19]=[CH:18][C:17]([C:20]([C:23]3[CH:28]=[CH:27][CH:26]=[CH:25][CH:24]=3)([CH3:22])[CH3:21])=[CH:16][CH:15]=2)[C:9]=1[OH:10])(O)=O.NC1C=CC=CC=1.Cl>O>[OH:10][C:9]1[N:8]2[N:11]=[CH:12][C:13]([C:14]3[CH:19]=[CH:18][C:17]([C:20]([C:23]4[CH:24]=[CH:25][CH:26]=[CH:27][CH:28]=4)([CH3:22])[CH3:21])=[CH:16][CH:15]=3)=[C:7]2[N:6]=[CH:5][CH:4]=1. The yield is 99.0%. Solvent: O (water). The reactants are C(=O)(O)C=1C=NC=2N(C1O)N=CC2C2=CC=C(C=C2)C(C)(C)C2=CC=CC=C2 (6-carboxy-7-hydroxy-3-[4-(2-phenylpropan-2-yl)phenyl]pyrazolo[1,5-a]pyrimidine), NC1=CC=CC=C1 (aniline), Cl (hydrochloric acid). Run at temperature 100 celsius, time 3 hour. Procedure: To 6-carboxy-7-hydroxy-3-[4-(2-phenylpropan-2-yl)phenyl]pyrazolo[1,5-a]pyrimidine (950 mg) was added aniline (7.0 ml), and the mixture was stirred at 100° C. for 3 hours. To the reaction mixture was added water (20 ml) under ice-cooling. The mixture was adjusted to acid with 10% hydrochloric acid, and the precipitate was separated by filtration, washed with 30% methanol-water to give the title compound (830 mg) at a quantitative yield. Product: OC1=CC=NC=2N1N=CC2C2=CC=C(C=C2)C(C)(C)C2=CC=CC=C2 (7-hydroxy-3-[4-(2-phenylpropan-2-yl)phenyl]pyrazolo[1,5 -a]pyrimidine). The reactants are FC(C(=O)O)(F)F (trifluoroacetic acid), [BH4-].[Na+] (sodium borohydride), 4-cyanociannamic acid, C(#N)C1=CC=C(C=O)C=C1 (4-cyanobenzaldehyde), C(CC(=O)O)(=O)O (malonic acid), N1CCCCC1 (piperidine). Solvent: O1CCCC1 (tetrahydrofuran), O1CCCC1 (tetrahydrofuran), O1CCCC1 (tetrahydrofuran), O1CCOCC1 (1,4-dioxane), N1=CC=CC=C1 (pyridine). Product: C(=O)(O)/C=C/C1=CC=C(CN)C=C1 (4-(2-Carboxy-trans-ethenyl)benzylamine). Reaction SMILES: [BH4-].[Na+].F[C:4](F)(F)[C:5]([OH:7])=[O:6].[C:10]([C:12]1[CH:19]=[CH:18][C:15]([CH:16]=O)=[CH:14][CH:13]=1)#[N:11].C(O)(=O)CC(O)=O.N1CCCCC1>N1C=CC=CC=1.O1CCCC1.O1CCOCC1>[C:5](/[CH:4]=[CH:16]/[C:15]1[CH:18]=[CH:19][C:12]([CH2:10][NH2:11])=[CH:13][CH:14]=1)([OH:7])=[O:6] |f:0.1|. Procedure details: Into a mixture of 0.946 g of sodium borohydride and 100 ml of tetrahydrofuran, a mixed solution of 2.850 g of trifluoroacetic acid and 20 ml of tetrahydrofuran, was dropwise added under stirring and cooling with ice. After the completion of the dropwise addition, the ice bath was removed, and the reaction mixture was stirred for one hour. Then, a solution obtained by dissolving 4.325 g of 4-cyanociannamic acid obtained by heating and condensing 4-cyanobenzaldehyde with malonic acid in pyridine i... Starting materials: O[C@H](C)[C@@H]1[C@H]2[C@H](C(=C(N2C1=O)C(=O)OCC=C)SC)C (allyl (4R,5S,6S)-6-((1R)-1-hydroxyethyl)-4-methyl-3-methylthio-7-oxo-1-azabicyclo[3.2.0]hept-2-ene-2-carboxylate), aqueous solution, OO (hydrogen peroxide). Solvent: C(C)O (ethanol), C(Cl)Cl (methylene dichloride). Reaction conditions: time 18 hour. Yields the product O[C@H](C)[C@@H]1[C@H]2[C@H](C(=C(N2C1=O)C(=O)OCC=C)S(=O)C)C (allyl (4R,5S,6S)-6-((1R)-1-hydroxyethyl)-4-methyl-3-methylsulfinyl-7-oxo-1-azabicyclo[3.2.0]hept-2-ene-2-carboxylate). As a reaction SMILES: [OH:1][C@@H:2]([C@H:4]1[C:10](=[O:11])[N:9]2[C@@H:5]1[C@@H:6]([CH3:20])[C:7]([S:18][CH3:19])=[C:8]2[C:12]([O:14][CH2:15][CH:16]=[CH2:17])=[O:13])[CH3:3].[OH:21]O>C(O)C.C(Cl)Cl>[OH:1][C@@H:2]([C@H:4]1[C:10](=[O:11])[N:9]2[C@@H:5]1[C@@H:6]([CH3:20])[C:7]([S:18]([CH3:19])=[O:21])=[C:8]2[C:12]([O:14][CH2:15][CH:16]=[CH2:17])=[O:13])[CH3:3]. Procedure details: To a solution of allyl (4R,5S,6S)-6-((1R)-1-hydroxyethyl)-4-methyl-3-methylthio-7-oxo-1-azabicyclo[3.2.0]hept-2-ene-2-carboxylate (100 mg) in ethanol (1.0 ml) was added a 30% aqueous solution of hydrogen peroxide (0.5 ml) and the mixture was allowed to stand at the ambient temperature for 18 hours. The solution was diluted with methylene dichloride and washed with water, 5% aqueous sodium thiosulfate solution and brine successively. The organic layer was dried and concentrated under reduced pres...